From a dataset of the Open Reaction Database (ORD), a public repository of structured organic reaction records. describe an organic reaction: reactants, conditions, products, and yield The reactants are N1C(=NC2=C1C=CC=C2)C(CC2=CC=C(C=C2)C2=CC(NS2(=O)=O)=O)NC([C@H](CC2=CC=CC=C2)NC(OC(C)(C)C)=O)=O (Tert-butyl [(1S)-2-({1-(1H-benzimidazol-2-yl)-2-[4-(1,1-dioxido-3-oxo-2,3-dihydroisothiazol-5-yl)phenyl]ethyl}amino)-1-benzyl-2-oxoethyl]carbamate). The solvent is FC(C(=O)O)(F)F (trifluoroacetic acid), C(Cl)Cl (methylene chloride). Reaction conditions: time 45 minute. The product is N[C@H](C(=O)N[C@@H](CC1=CC=C(C=C1)C1=CC(NS1(=O)=O)=O)C1=NC2=C(N1)C=CC=C2)CC2=CC=CC=C2 ((2S)-2-amino-N-{(1S)-1-(1H-benzimidazol-2-yl)-2-[4-(1,1-dioxido-3-oxo-2,3-dihydroisothiazol-5-yl)phenyl]ethyl}-3-phenylpropanamide). Yield: 66.7%. As a reaction SMILES: [NH:1]1[C:5]2[CH:6]=[CH:7][CH:8]=[CH:9][C:4]=2[N:3]=[C:2]1[CH:10]([NH:26][C:27](=[O:44])[C@@H:28]([NH:36]C(=O)OC(C)(C)C)[CH2:29][C:30]1[CH:35]=[CH:34][CH:33]=[CH:32][CH:31]=1)[CH2:11][C:12]1[CH:17]=[CH:16][C:15]([C:18]2[S:22](=[O:24])(=[O:23])[NH:21][C:20](=[O:25])[CH:19]=2)=[CH:14][CH:13]=1>FC(F)(F)C(O)=O.C(Cl)Cl>[NH2:36][C@@H:28]([CH2:29][C:30]1[CH:31]=[CH:32][CH:33]=[CH:34][CH:35]=1)[C:27]([NH:26][C@H:10]([C:2]1[NH:1][C:5]2[CH:6]=[CH:7][CH:8]=[CH:9][C:4]=2[N:3]=1)[CH2:11][C:12]1[CH:17]=[CH:16][C:15]([C:18]2[S:22](=[O:24])(=[O:23])[NH:21][C:20](=[O:25])[CH:19]=2)=[CH:14][CH:13]=1)=[O:44]. Procedure details: Tert-butyl [(1S)-2-({1-(1H-benzimidazol-2-yl)-2-[4-(1,1-dioxido-3-oxo-2,3-dihydroisothiazol-5-yl)phenyl]ethyl}amino)-1-benzyl-2-oxoethyl]carbamate (10 mg, 0.016 mmol) was dissolved in a mixture of trifluoroacetic acid (1 mL) and methylene chloride (1 mL) and stirred for 45 minutes. The solvent was removed in vacuo. The diastereomers alpha to the benzimidazole were resolved through preparative LCMS purification to yield 5.5 mg (95%) of (2S)-2-amino-N-{(1R)-1-(1H-benzimidazol-2-yl)-2-[4-({1-dioxid...